This data is from the Open Reaction Database (ORD), a public repository of structured organic reaction records. The task is: describe an organic reaction: reactants, conditions, products, and yield The reactants are CCOC(=O)c1csc(CC(F)(F)F)c1, [Na+], [OH-]. Product: O=C(O)c1csc(CC(F)(F)F)c1. As a reaction SMILES: [CH2:1]([CH3:2])[O:3][C:4](=[O:5])[c:6]1[cH:7][s:8][c:9]([CH2:11][C:12]([F:13])([F:14])[F:15])[cH:10]1.[Na+:17].[OH-:16]>>[O:3]=[C:4]([OH:5])[c:6]1[cH:7][s:8][c:9]([CH2:11][C:12]([F:13])([F:14])[F:15])[cH:10]1. Reaction SMILES: [C:1](#[N:2])[CH2:3][P:4](=[O:5])([O:6][CH2:7][CH3:8])[O:9][CH2:10][CH3:11].[CH3:14][n:15]1[n:16][cH:17][c:18]([NH:40][C:41]([C:42]([CH2:43][CH2:44][NH:45][C:46]([O:47][C:48]([CH3:49])([CH3:50])[CH3:51])=[O:52])=[O:53])=[O:54])[c:19]1[NH:20][C:21]([c:22]1[cH:23][cH:24][cH:25][cH:26][cH:27]1)([c:28]1[cH:29][cH:30][cH:31][cH:32][cH:33]1)[c:34]1[cH:35][cH:36][cH:37][cH:38][cH:39]1.[CH3:68][CH2:69][O:70][C:71](=[O:72])[CH3:73].[CH:61]([O:62][CH:63]([CH3:64])[CH3:65])([CH3:66])[CH3:67].[H-:12].[Na+:13].[O:56]1[CH2:57][CH2:58][CH2:59][CH2:60]1.[OH2:55]>>[C:1](#[N:2])[CH:3]=[C:42]([C:41]([NH:40][c:18]1[cH:17][n:16][n:15]([CH3:14])[c:19]1[NH:20][C:21]([c:22]1[cH:23][cH:24][cH:25][cH:26][cH:27]1)([c:28]1[cH:29][cH:30][cH:31][cH:32][cH:33]1)[c:34]1[cH:35][cH:36][cH:37][cH:38][cH:39]1)=[O:54])[CH2:43][CH2:44][NH:45][C:46]([O:47][C:48]([CH3:49])([CH3:50])[CH3:51])=[O:52]. Yields the product Cn1ncc(NC(=O)C(=CC#N)CCNC(=O)OC(C)(C)C)c1NC(c1ccccc1)(c1ccccc1)c1ccccc1. The reactants are CCOP(=O)(CC#N)OCC, Cn1ncc(NC(=O)C(=O)CCNC(=O)OC(C)(C)C)c1NC(c1ccccc1)(c1ccccc1)c1ccccc1, CCOC(C)=O, CC(C)OC(C)C, [H-], [Na+], C1CCOC1, O. The reactants are [Cl-].[NH4+] (ammonium chloride), C(C)(C)(C)OC(N(C=1N=CSC1)S(=O)(=O)C1=C(C=C(C(=C1)Cl)F)F)=O (tert-Butyl[(5-chloro-2,4-difluorophenyl)sulfonyl]1,3-thiazol-4-ylcarbamate), NC1=NC=CC(=C1)C1=C(C=CC(=C1)F)O (2-(2-aminopyridin-4-yl)-4-fluorophenol), C([O-])([O-])=O.[K+].[K+] (potassium carbonate). Run in O (water), CS(=O)C (dimethylsulfoxide). Run at time 24 hour. Yields the product C(C)(C)(C)OC(N(C=1N=CSC1)S(=O)(=O)C1=C(C=C(C(=C1)Cl)OC1=C(C=C(C=C1)F)C1=CC(=NC=C1)N)F)=O (tert-butyl({4-[2-(2-aminopyridin-4-yl)-4-fluorophenoxy]-5-chloro-2-fluorophenyl}sulfonyl)1,3-thiazol-4-ylcarbamate). RXN SMILES: [C:1]([O:5][C:6](=[O:25])[N:7]([S:13]([C:16]1[CH:21]=[C:20]([Cl:22])[C:19](F)=[CH:18][C:17]=1[F:24])(=[O:15])=[O:14])[C:8]1[N:9]=[CH:10][S:11][CH:12]=1)([CH3:4])([CH3:3])[CH3:2].[NH2:26][C:27]1[CH:32]=[C:31]([C:33]2[CH:38]=[C:37]([F:39])[CH:36]=[CH:35][C:34]=2[OH:40])[CH:30]=[CH:29][N:28]=1.C(=O)([O-])[O-].[K+].[K+].[Cl-].[NH4+]>CS(C)=O.O>[C:1]([O:5][C:6](=[O:25])[N:7]([S:13]([C:16]1[CH:21]=[C:20]([Cl:22])[C:19]([O:40][C:34]2[CH:35]=[CH:36][C:37]([F:39])=[CH:38][C:33]=2[C:31]2[CH:30]=[CH:29][N:28]=[C:27]([NH2:26])[CH:32]=2)=[CH:18][C:17]=1[F:24])(=[O:14])=[O:15])[C:8]1[N:9]=[CH:10][S:11][CH:12]=1)([CH3:3])([CH3:4])[CH3:2] |f:2.3.4,5.6|. Reported procedure: tert-Butyl[(5-chloro-2,4-difluorophenyl)sulfonyl]1,3-thiazol-4-ylcarbamate (Preparation 4, 60 mg, 0.15 mmol) was added to a mixture of 2-(2-aminopyridin-4-yl)-4-fluorophenol (Preparation 21, 30 mg, 0.1 mmol) and potassium carbonate (41 mg, 0.29 mmol) in dimethylsulfoxide (2 mL) and stirred at ambient temperature for 24 hours. The reaction mixture was poured into saturated aqueous ammonium chloride and water and extracted with ethyl acetate. The combined organic layers were washed with brine, dri...